This data is from the Open Reaction Database (ORD), a public repository of structured organic reaction records. The task is: describe an organic reaction: reactants, conditions, products, and yield The reactants are ClC1=C(C(=NC=C1)N1C(C=2SC=3CC(CC3C2C=N1)(C)C)=O)C=O (4-Chloro-2-{4,4-dimethyl-9-oxo-7-thia-10,11-diazatricyclo[6.4.0.02,6]dodeca-1(8),2(6),11-trien-10-yl}pyridine-3-carbaldehyde), COCCN1CC=2N(CC1)N=C(C2)NC=2C(N(C=C(C2)B2OC(C(O2)(C)C)(C)C)C)=O (3-(5-(2-Methoxyethyl)-4,5,6,7-tetrahydropyrazolo[1,5-a]pyrazin-2-ylamino)-1-methyl-5-(4,4,5,5-tetramethyl-1,3,2-dioxaborolan-2-yl)pyridin-2(1H)-one), [O-]P(=O)([O-])[O-].[K+].[K+].[K+] (K3PO4), C(C)(=O)[O-].[Na+] (sodium acetate). Reagents/catalysts: O (water), C1=CC=C(C=C1)P([C-]2C=CC=C2)C3=CC=CC=C3.C1=CC=C(C=C1)P([C-]2C=CC=C2)C3=CC=CC=C3.Cl[Pd]Cl.[Fe+2] (Pd(dppf)Cl2). Solvent: C(C)#N (acetonitrile). Conditions: temperature 100 celsius. Product: CC1(CC=2C=3C=NN(C(C3SC2C1)=O)C1=NC=CC(=C1C=O)C1=CN(C(C(=C1)NC1=NN2C(CN(CC2)CCOC)=C1)=O)C)C (2-{4,4-Dimethyl-9-oxo-7-thia-10,11-diazatricyclo[6.4.0.02,6]dodeca-1(8),2(6),11-trien-10-yl}-4-(5-{[5-(2-methoxyethyl)-4H,5H,6H,7H-pyrazolo[1,5-a]pyrazin-2-yl]amino}-1-methyl-6-oxo-1,6-dihydropyridin-3-yl)pyridine-3-carbaldehyde). As a reaction SMILES: Cl[C:2]1[CH:7]=[CH:6][N:5]=[C:4]([N:8]2[N:19]=[CH:18][C:17]3[C:16]4[CH2:15][C:14]([CH3:21])([CH3:20])[CH2:13][C:12]=4[S:11][C:10]=3[C:9]2=[O:22])[C:3]=1[CH:23]=[O:24].[CH3:25][O:26][CH2:27][CH2:28][N:29]1[CH2:34][CH2:33][N:32]2[N:35]=[C:36]([NH:38][C:39]3[C:40](=[O:55])[N:41]([CH3:54])[CH:42]=[C:43](B4OC(C)(C)C(C)(C)O4)[CH:44]=3)[CH:37]=[C:31]2[CH2:30]1.[O-]P([O-])([O-])=O.[K+].[K+].[K+].C([O-])(=O)C.[Na+]>O.C1C=CC(P(C2C=CC=CC=2)[C-]2C=CC=C2)=CC=1.C1C=CC(P(C2C=CC=CC=2)[C-]2C=CC=C2)=CC=1.Cl[Pd]Cl.[Fe+2].C(#N)C>[CH3:20][C:14]1([CH3:21])[CH2:13][C:12]2[S:11][C:10]3[C:9](=[O:22])[N:8]([C:4]4[C:3]([CH:23]=[O:24])=[C:2]([C:43]5[CH:44]=[C:39]([NH:38][C:36]6[CH:37]=[C:31]7[CH2:30][N:29]([CH2:28][CH2:27][O:26][CH3:25])[CH2:34][CH2:33][N:32]7[N:35]=6)[C:40](=[O:55])[N:41]([CH3:54])[CH:42]=5)[CH:7]=[CH:6][N:5]=4)[N:19]=[CH:18][C:17]=3[C:16]=2[CH2:15]1 |f:2.3.4.5,6.7,9.10.11.12|. Procedure details: A 50-mL round-bottomed flask equipped with a reflux condenser was charged with 4-chloro-2-{4,4-dimethyl-9-oxo-7-thia-10,11-diazatricyclo[6.4.0.02,6]dodeca-1(8),2(6),11-trien-10-yl}pyridine-3-carbaldehyde 282i (60 mg, 0.167 mmol), 304d (143.4 mg, 0.334 mmol), Pd(dppf)Cl2 (6.8 mg, 0.0084 mol), K3PO4 (70.8 mg, 0.334 mmol), sodium acetate (27.4 mg, 0.334 mmol), acetonitrile (10 mL), and water (3 drops). The system was subjected to three cycles of vacuum/nitrogen flush and heated at 100° C. for 1 h u... Reactants: CCOCC.O (Et2O water), ClCCCOC1OCCCC1 (2-(3-chloro-propoxy)-tetrahydro-pyran), [N-]=[N+]=[N-].[Na+] (NaN3), [I-].[K+] (potassium iodide). Solvent: CN(C)C=O (DMF). Reaction conditions: time 18 hour. Product: N(=[N+]=[N-])CCCOC1OCCCC1 (2-(3-Azido-propoxy)-tetrahydro-pyran). Reaction SMILES: Cl[CH2:2][CH2:3][CH2:4][O:5][CH:6]1[CH2:11][CH2:10][CH2:9][CH2:8][O:7]1.[N-:12]=[N+:13]=[N-:14].[Na+].[I-].[K+].CCOCC.O>CN(C=O)C>[N:12]([CH2:2][CH2:3][CH2:4][O:5][CH:6]1[CH2:11][CH2:10][CH2:9][CH2:8][O:7]1)=[N+:13]=[N-:14] |f:1.2,3.4,5.6|. Procedure: A mixture of 2-(3-chloro-propoxy)-tetrahydro-pyran (6.28 g, 35.2 mmol), NaN3 (11.4 g, 176 mmol) and potassium iodide (584 mg, 3.52 mmol) in DMF (50 mL) was stirred at RT for 18 h. The reaction mixture was poured into a mixture of Et2O/water. The organic phase was washed with water, brine and then dried (MgSO4), filtered and concentrated in vacuo to give the crude product. The crude product was purified by continuous gradient flash chromatography using EtOAc/petroleum ether (40-60) 0:100 to 15:85... Starting materials: [Al+3], C1CCOC1, CCOC(=O)C(C)(C)Oc1ccc(Cl)cc1C1CC(=O)NC(c2cc(F)ccc2F)C12C(=O)Nc1cc(Cl)ccc12, [H-], [H-], [H-], [H-], [Li+]. Product: CC(C)(CO)Oc1ccc(Cl)cc1C1CC(=O)NC(c2cc(F)ccc2F)C12C(=O)Nc1cc(Cl)ccc12. RXN SMILES: [Al+3:43].[CH2:48]1[O:49][CH2:50][CH2:51][CH2:52]1.[Cl:1][c:2]1[cH:3][cH:4][c:5]2[c:9]([cH:10]1)[NH:8][C:7](=[O:11])[C:6]21[CH:12]([c:34]2[c:35]([F:41])[cH:36][cH:37][c:38]([F:40])[cH:39]2)[NH:13][C:14](=[O:33])[CH2:15][CH:16]1[c:17]1[c:18]([O:24][C:25]([CH3:26])([CH3:27])[C:28](=[O:29])[O:30][CH2:31][CH3:32])[cH:19][cH:20][c:21]([Cl:23])[cH:22]1.[H-:42].[H-:45].[H-:46].[H-:47].[Li+:44]>>[Cl:1][c:2]1[cH:3][cH:4][c:5]2[c:9]([cH:10]1)[NH:8][C:7](=[O:11])[C:6]21[CH:12]([c:34]2[c:35]([F:41])[cH:36][cH:37][c:38]([F:40])[cH:39]2)[NH:13][C:14](=[O:33])[CH2:15][CH:16]1[c:17]1[c:18]([O:24][C:25]([CH3:26])([CH3:27])[CH2:28][OH:29])[cH:19][cH:20][c:21]([Cl:23])[cH:22]1. Reactants: COC(=O)C(Cc1ccc(OC)cc1)NC(=O)CC(C)(C)NC(=O)OCc1ccccc1, [Li+], C1COCCO1, [OH-], O, O. The product is COc1ccc(CC(NC(=O)CC(C)(C)NC(=O)OCc2ccccc2)C(=O)O)cc1. As a reaction SMILES: [CH3:4][O:5][C:6]([CH:7]([NH:8][C:9]([CH2:10][C:11]([CH3:12])([CH3:13])[NH:14][C:15](=[O:16])[O:17][CH2:18][c:19]1[cH:20][cH:21][cH:22][cH:23][cH:24]1)=[O:25])[CH2:26][c:27]1[cH:28][cH:29][c:30]([O:33][CH3:34])[cH:31][cH:32]1)=[O:35].[Li+:3].[O:37]1[CH2:38][CH2:39][O:40][CH2:41][CH2:42]1.[OH-:2].[OH2:1].[OH2:36]>>[O:5]=[C:6]([CH:7]([NH:8][C:9]([CH2:10][C:11]([CH3:12])([CH3:13])[NH:14][C:15](=[O:16])[O:17][CH2:18][c:19]1[cH:20][cH:21][cH:22][cH:23][cH:24]1)=[O:25])[CH2:26][c:27]1[cH:28][cH:29][c:30]([O:33][CH3:34])[cH:31][cH:32]1)[OH:35]. Reactants: [Br-], C1CCOC1, C[Mg+], COc1ccc(N2CCN(c3c(C)c(C=O)c4c(c3C)C(c3ccc(C)cc3)C(C)(C)O4)CC2)cc1, O. The product is COc1ccc(N2CCN(c3c(C)c(C(C)O)c4c(c3C)C(c3ccc(C)cc3)C(C)(C)O4)CC2)cc1. Reaction SMILES: [Br-:1].[CH2:41]1[O:42][CH2:43][CH2:44][CH2:45]1.[CH3:2][Mg+:3].[CH3:4][O:5][c:6]1[cH:7][cH:8][c:9]([N:12]2[CH2:13][CH2:14][N:15]([c:18]3[c:19]([CH3:39])[c:20]([CH:37]=[O:38])[c:21]4[c:22]([c:35]3[CH3:36])[CH:23]([c:28]3[cH:29][cH:30][c:31]([CH3:34])[cH:32][cH:33]3)[C:24]([CH3:26])([CH3:27])[O:25]4)[CH2:16][CH2:17]2)[cH:10][cH:11]1.[OH2:40]>>[CH3:2][CH:37]([c:20]1[c:19]([CH3:39])[c:18]([N:15]2[CH2:14][CH2:13][N:12]([c:9]3[cH:8][cH:7][c:6]([O:5][CH3:4])[cH:11][cH:10]3)[CH2:17][CH2:16]2)[c:35]([CH3:36])[c:22]2[c:21]1[O:25][C:24]([CH3:26])([CH3:27])[CH:23]2[c:28]1[cH:29][cH:30][c:31]([CH3:34])[cH:32][cH:33]1)[OH:38].